Dataset: the Open Reaction Database (ORD), a public repository of structured organic reaction records. Task: describe an organic reaction: reactants, conditions, products, and yield Starting materials: [N+](=O)(O)[O-] (nitric acid), CC=1NC=CN1 (2-methylimidazole). Solvent: S(O)(O)(=O)=O (sulphuric acid). Yields the product CC=1NC(=CN1)[N+](=O)[O-] (2-methyl-5-nitroimidazole), N (ammonia). Reaction SMILES: [N+:1]([O-:4])(O)=[O:2].[CH3:5][C:6]1[NH:7][CH:8]=[CH:9][N:10]=1>S(=O)(=O)(O)O>[CH3:5][C:6]1[NH:7][C:8]([N+:1]([O-:4])=[O:2])=[CH:9][N:10]=1.[NH3:1]. Reported procedure: In a boiler of acid-resistant stainless steel of 800 liters capacity, provided with a stirring device, a cooling jacket and an efficient reflux condenser, 150 liters of nitric acid of 1.50 density preheated to about 85° was placed and stirred in order to maintain a constant temperature and a nitrated solution obtained as in example I was poured in dropwise and then 80 kg of 2-methylimidazole in 80 liters of concentrated sulphuric acid was added. The reacting solution was stirred until a clear di... Starting materials: [BH4-], CC(=O)O, CC#N, CCCC1C(O)=CC(=O)N1c1ccc(C#N)c(Cl)c1, [Na+], O. Yields the product CCCC1C(O)CC(=O)N1c1ccc(C#N)c(Cl)c1. As a reaction SMILES: [BH4-:24].[CH3:20][C:21](=[O:22])[OH:23].[CH3:27][C:28]#[N:29].[Cl:1][c:2]1[c:3]([C:4]#[N:5])[cH:6][cH:7][c:8]([N:10]2[CH:11]([CH2:17][CH2:18][CH3:19])[C:12]([OH:16])=[CH:13][C:14]2=[O:15])[cH:9]1.[Na+:25].[OH2:26]>>[Cl:1][c:2]1[c:3]([C:4]#[N:5])[cH:6][cH:7][c:8]([N:10]2[CH:11]([CH2:17][CH2:18][CH3:19])[CH:12]([OH:16])[CH2:13][C:14]2=[O:15])[cH:9]1. Reactants: C(=O)(O)COC1=C(C(NC2=CC(=CC=C12)Cl)=O)C1=CC=CC=C1 (4-carboxymethoxy-7-chloro-3-phenyl--2(1H)-quinolone), C(C)(=O)[O-].[NH4+] (ammonium acetate), ON1N=NC2=C1C=CC=C2 (1-hydroxybenzotriazole), CN(CCCN=C=NCC)C (1-(3 dimethylaminopropyl)-3-ethyl carbodiimide). The solvent is O1CCCC1 (tetrahydrofuran), C(C)N(CC)CC (triethylamine), O (water). Reaction conditions: time 3 day. The product is NC(=O)COC1=C(C(NC2=CC(=CC=C12)Cl)=O)C1=CC=CC=C1 (4-Aminocarbonylmethoxy-7-chloro-3-phenyl-2(1H)-quinolone). The yield is 31.3%. RXN SMILES: [C:1]([CH2:4][O:5][C:6]1[C:15]2[C:10](=[CH:11][C:12]([Cl:16])=[CH:13][CH:14]=2)[NH:9][C:8](=[O:17])[C:7]=1[C:18]1[CH:23]=[CH:22][CH:21]=[CH:20][CH:19]=1)(O)=[O:2].C([O-])(=O)C.[NH4+].O[N:30]1C2C=CC=CC=2N=N1.CN(C)CCCN=C=NCC>O1CCCC1.O.C(N(CC)CC)C>[NH2:30][C:1]([CH2:4][O:5][C:6]1[C:15]2[C:10](=[CH:11][C:12]([Cl:16])=[CH:13][CH:14]=2)[NH:9][C:8](=[O:17])[C:7]=1[C:18]1[CH:23]=[CH:22][CH:21]=[CH:20][CH:19]=1)=[O:2] |f:1.2|. Procedure: To a solution of 4-carboxymethoxy-7-chloro-3-phenyl--2(1H)-quinolone (0.93 g Example 15) in tetrahydrofuran (50 ml) under nitrogen at room temperature, was added triethylamine (1.90 ml), ammonium acetate (0.50 g), 1-hydroxybenzotriazole (0.60 g) and 1-(3 dimethylaminopropyl)-3-ethyl carbodiimide (0.90 g). The reaction mixture was stirred at room temperature for 3 days, then poured into water (100 ml) and extracted with ethyl acetate (3×50 ml). The combined organic layers were washed with 1N citr...